Dataset: the Open Reaction Database (ORD), a public repository of structured organic reaction records. Task: describe an organic reaction: reactants, conditions, products, and yield Starting materials: [Cr](=O)(=O)([O-])Cl.[NH+]1=CC=CC=C1 (pyridinium chlorochromate), OCC(CCC1=CC=C(C(=O)OC)C=C1)CCC1=CC=C(C(=O)OC)C=C1 (dimethyl 4,4′-[3-(hydroxymethyl)pentane-1,5-diyl]dibenzoate). The solvent is ClCCl (dichloromethane). Conditions: time 12 hour. Yields the product C(=O)C(CCC1=CC=C(C(=O)OC)C=C1)CCC1=CC=C(C(=O)OC)C=C1 (Dimethyl 4,4′-(3-formylpentane-1,5-diyl)dibenzoate). RXN SMILES: [Cr](Cl)([O-])(=O)=O.[NH+]1C=CC=CC=1.[OH:12][CH2:13][CH:14]([CH2:27][CH2:28][C:29]1[CH:38]=[CH:37][C:32]([C:33]([O:35][CH3:36])=[O:34])=[CH:31][CH:30]=1)[CH2:15][CH2:16][C:17]1[CH:26]=[CH:25][C:20]([C:21]([O:23][CH3:24])=[O:22])=[CH:19][CH:18]=1>ClCCl>[CH:13]([CH:14]([CH2:27][CH2:28][C:29]1[CH:38]=[CH:37][C:32]([C:33]([O:35][CH3:36])=[O:34])=[CH:31][CH:30]=1)[CH2:15][CH2:16][C:17]1[CH:26]=[CH:25][C:20]([C:21]([O:23][CH3:24])=[O:22])=[CH:19][CH:18]=1)=[O:12] |f:0.1|. Procedure: 6.1 g (28.3 mmol) of pyridinium chlorochromate (PCC) are added to a solution of 8.73 g (23.6 mmol) of dimethyl 4,4′-[3-(hydroxymethyl)pentane-1,5-diyl]dibenzoate in 280 ml of dichloromethane, and the mixture is stirred at room temperature for 12 h. After the reaction has gone to completion, about 10 g of silica gel are added, and the solvent is removed to dryness under reduced pressure. The residue is purified by flash chromatography on silica gel (mobile phase: cyclohexane/ethyl acetate 4:1). T... Reactants: Cl (hydrochloric acid), O (water), NC=1C=2C=3C(C=C(C3CSN1)CC(=O)NC)=NN(N2)CC2=NC=C(C(=C2Cl)OC)C (2-{4-amino-2-[(3-chloro-4-methoxy-5-methylpyridin-2-yl)methyl]-2,7-dihydro-6-thia-1,2,3,5-tetraazabenzo[cd]azulen-8-yl}-N-methylacetamide), Cl (hydrochloric acid). Run in C(C)O (ethanol), C(C)O (Ethanol). Reaction conditions: temperature 25 celsius, time 45 minute. The product is Cl.NC=1C=2C=3C(C=C(C3CSN1)CC(=O)NC)=NN(N2)CC2=NC=C(C(=C2Cl)OC)C (2-{4-Amino-2-[(3-chloro-4-methoxy-5-methylpyridin-2-yl)methyl]-2,7-dihydro-6-thia-1,2,3,5-tetraazabenzo[cd]azulen-8-yl}-N-methylacetamide monohydrochloride). Isolated yield 186.7%. As a reaction SMILES: O.[NH2:2][C:3]1[C:4]2[C:5]3[C:6](=[N:18][N:19]([CH2:21][C:22]4[C:27]([Cl:28])=[C:26]([O:29][CH3:30])[C:25]([CH3:31])=[CH:24][N:23]=4)[N:20]=2)[CH:7]=[C:8]([CH2:13][C:14]([NH:16][CH3:17])=[O:15])[C:9]=3[CH2:10][S:11][N:12]=1.Cl>C(O)C>[ClH:28].[NH2:2][C:3]1[C:4]2[C:5]3[C:6](=[N:18][N:19]([CH2:21][C:22]4[C:27]([Cl:28])=[C:26]([O:29][CH3:30])[C:25]([CH3:31])=[CH:24][N:23]=4)[N:20]=2)[CH:7]=[C:8]([CH2:13][C:14]([NH:16][CH3:17])=[O:15])[C:9]=3[CH2:10][S:11][N:12]=1 |f:4.5|. Procedure: Ethanol (36 ml) and water (3.052 ml) were added to 2-{4-amino-2-[(3-chloro-4-methoxy-5-methylpyridin-2-yl)methyl]-2,7-dihydro-6-thia-1,2,3,5-tetraazabenzo[cd]azulen-8-yl}-N-methylacetamide (2.068 g, 4.485 mmol), and the resulting mixture was then stirred at 25° C. Thereafter, concentrated hydrochloric acid (0.045 ml, 0.54 mmol) was added to the reaction mixture over 1 minute, and the resulting mixture was then stirred for 9 minutes. This operation was repeated further nine times. Thereafter, the...